From a dataset of the Open Reaction Database (ORD), a public repository of structured organic reaction records. describe an organic reaction: reactants, conditions, products, and yield Starting materials: [OH-].[Na+] (sodium hydroxide), COC1=C(CC(C(=O)OCC)C(=O)[O-])C=CC=C1C(C1=CC=C(C=C1)Cl)=O (ethyl 2-methoxy-3-(p-chlorobenzoyl)-benzyl-malonate). Run in O (water), CO (methanol). The product is COC1=C(CC(C(=O)O)C(=O)O)C=CC=C1C(C1=CC=C(C=C1)Cl)=O (2-methoxy-3-(p-chlorobenzoyl)-benzyl-malonic acid). The yield is 45.6%. RXN SMILES: [OH-].[Na+].[CH3:3][O:4][C:5]1[C:20]([C:21](=[O:29])[C:22]2[CH:27]=[CH:26][C:25]([Cl:28])=[CH:24][CH:23]=2)=[CH:19][CH:18]=[CH:17][C:6]=1[CH2:7][CH:8]([C:14]([O-:16])=[O:15])[C:9]([O:11]CC)=[O:10]>O.CO>[CH3:3][O:4][C:5]1[C:20]([C:21](=[O:29])[C:22]2[CH:27]=[CH:26][C:25]([Cl:28])=[CH:24][CH:23]=2)=[CH:19][CH:18]=[CH:17][C:6]=1[CH2:7][CH:8]([C:14]([OH:16])=[O:15])[C:9]([OH:11])=[O:10] |f:0.1|. Procedure: A solution of 86.4 g of sodium hydroxide in 180 ml of water was added with stirring to a suspension of 226.6 g of ethyl 2-methoxy-3-(p-chlorobenzoyl)-benzyl-malonate in 2.8 liters of methanol and the mixture was refluxed for 3 hours and then was cooled to room temperature. The mixture was filtered and the precipitate recovered was washed with methanol, then with ether and dried. The residue was dissolved in 800 ml of water and the solution was washed with ether and acidified to a pH of 1 by addi... Reactants: O=C(n1ccnc1)n1ccnc1, CN(C)C=O, O=C(O)c1n[nH]c2c(=O)[nH]c3cc(Cl)ccc3c(=O)c12, O, Oc1ccccc1. The product is O=C(Oc1ccccc1)c1n[nH]c2c(=O)[nH]c3cc(Cl)ccc3c(=O)c12. As a reaction SMILES: [C:21]([n:22]1[cH:23][cH:24][n:25][cH:26]1)([n:27]1[cH:28][cH:29][n:30][cH:31]1)=[O:32].[CH3:41][N:42]([CH3:43])[CH:44]=[O:45].[Cl:1][c:2]1[cH:3][c:4]2[c:5]([c:6](=[O:18])[c:7]3[c:8]([c:9](=[O:11])[nH:10]2)[nH:12][n:13][c:14]3[C:15](=[O:16])[OH:17])[cH:19][cH:20]1.[OH2:40].[OH:33][c:34]1[cH:35][cH:36][cH:37][cH:38][cH:39]1>>[Cl:1][c:2]1[cH:3][c:4]2[c:5]([c:6](=[O:18])[c:7]3[c:8]([c:9](=[O:11])[nH:10]2)[nH:12][n:13][c:14]3[C:15](=[O:16])[O:17][c:34]2[cH:35][cH:36][cH:37][cH:38][cH:39]2)[cH:19][cH:20]1. Starting materials: C(CCC)N1C(C(=C(C2=CC=CN=C12)C1=CC(=CC=C1)OCCN1CCN(CC1)C(=O)OC(C)(C)C)NC(=O)NC1=C(C=CC=C1C(C)C)C(C)C)=O (N-[1-butyl-4-[3-{2-(4-tert-butoxycarbonyl-1-piperazinyl)-ethoxy}phenyl]-1,2-dihydro-2-oxo-1,8-naphthyridin-3-yl]-N'-(2,6-diisopropylphenyl)urea), FC(C(=O)O)(F)F (trifluoroacetic acid). The solvent is C(Cl)Cl (methylene chloride). Reaction conditions: time 2 hour. Product: C(CCC)N1C(C(=C(C2=CC=CN=C12)C1=CC(=CC=C1)OCCN1CCNCC1)NC(=O)NC1=C(C=CC=C1C(C)C)C(C)C)=O (N-[1-butyl-4-[3-{2-(1-piperazinyl)ethoxy}phenyl]-1,2-dihydro-2-oxo-1,8-naphthyridin-3-yl]-N'-(2,6-diisopropylphenyl)urea). Yield: 571.4%. Reaction SMILES: [CH2:1]([N:5]1[C:14]2[C:9](=[CH:10][CH:11]=[CH:12][N:13]=2)[C:8]([C:15]2[CH:20]=[CH:19][CH:18]=[C:17]([O:21][CH2:22][CH2:23][N:24]3[CH2:29][CH2:28][N:27](C(OC(C)(C)C)=O)[CH2:26][CH2:25]3)[CH:16]=2)=[C:7]([NH:37][C:38]([NH:40][C:41]2[C:46]([CH:47]([CH3:49])[CH3:48])=[CH:45][CH:44]=[CH:43][C:42]=2[CH:50]([CH3:52])[CH3:51])=[O:39])[C:6]1=[O:53])[CH2:2][CH2:3][CH3:4].FC(F)(F)C(O)=O>C(Cl)Cl>[CH2:1]([N:5]1[C:14]2[C:9](=[CH:10][CH:11]=[CH:12][N:13]=2)[C:8]([C:15]2[CH:20]=[CH:19][CH:18]=[C:17]([O:21][CH2:22][CH2:23][N:24]3[CH2:29][CH2:28][NH:27][CH2:26][CH2:25]3)[CH:16]=2)=[C:7]([NH:37][C:38]([NH:40][C:41]2[C:42]([CH:50]([CH3:51])[CH3:52])=[CH:43][CH:44]=[CH:45][C:46]=2[CH:47]([CH3:49])[CH3:48])=[O:39])[C:6]1=[O:53])[CH2:2][CH2:3][CH3:4]. Procedure: To a solution of N-[1-butyl-4-[3-{2-(4-tert-butoxycarbonyl-1-piperazinyl)-ethoxy}phenyl]-1,2-dihydro-2-oxo-1,8-naphthyridin-3-yl]-N'-(2,6-diisopropylphenyl)urea (26 mg, 0.035 mmol) in methylene chloride (5 ml) was added trifluoroacetic acid (1 ml, 13 mmol), and the mixture was stirred at room temperature for two hours. The mixture was concentrated under reduced pressure to remove the solvent, and to the residue was added 5% aqueous ammonia (50 ml), and the mixture was extracted with ethyl acetat...